Dataset: the Open Reaction Database (ORD), a public repository of structured organic reaction records. Task: describe an organic reaction: reactants, conditions, products, and yield Reactants: N([C@@H](CC1=CN(C=N1)C(C1=CC=CC=C1)(C1=CC=CC=C1)C1=CC=CC=C1)C(=O)N([C@@H](CC1=CC=C(C=C1)OCC1=CC=CC=C1)C(=O)NCCOCC1=CC=CC=C1)C)C(=O)OCC1=CC=CC=C1 (Cbz-His(Trt)-NMe-Tyr(OBn)-NH—CH2—CH2-OBn), C(=O)(C(F)(F)F)O (TFA), C(C)OCC.CCCCCC (diethyl ether hexane). The solvent is C(Cl)Cl (methylene chloride). Run at time 2 hour. Yields the product C(C1=CC=CC=C1)OC(NC(CC=1N=CNC1)C(N(C)C(CC1=CC=C(C=C1)OCC1=CC=CC=C1)C(NCCC1=CC=CC=C1)=O)=O)=O ([1-{[2-(4-Benzyloxy-phenyl)-1-phenethylcarbamoyl-ethyl]-methyl-carbamoyl}-2-(1H-imidazol-4-yl)-ethyl]-carbamic acid benzyl ester). RXN SMILES: [NH:1]([C:61]([O:63][CH2:64][C:65]1[CH:70]=[CH:69][CH:68]=[CH:67][CH:66]=1)=[O:62])[C@H:2]([C:28]([N:30]([CH3:60])[C@H:31]([C:47]([NH:49][CH2:50][CH2:51]OCC1C=CC=CC=1)=[O:48])[CH2:32][C:33]1[CH:38]=[CH:37][C:36]([O:39][CH2:40][C:41]2[CH:46]=[CH:45][CH:44]=[CH:43][CH:42]=2)=[CH:35][CH:34]=1)=[O:29])[CH2:3][C:4]1[N:8]=[CH:7][N:6](C(C2C=CC=CC=2)(C2C=CC=CC=2)C2C=CC=CC=2)[CH:5]=1.C(O)(C(F)(F)F)=O.C(OCC)C.[CH3:83][CH2:84][CH2:85][CH2:86][CH2:87][CH3:88]>C(Cl)Cl>[CH2:64]([O:63][C:61](=[O:62])[NH:1][CH:2]([C:28](=[O:29])[N:30]([CH:31]([C:47](=[O:48])[NH:49][CH2:50][CH2:51][C:85]1[CH:84]=[CH:83][CH:88]=[CH:87][CH:86]=1)[CH2:32][C:33]1[CH:38]=[CH:37][C:36]([O:39][CH2:40][C:41]2[CH:46]=[CH:45][CH:44]=[CH:43][CH:42]=2)=[CH:35][CH:34]=1)[CH3:60])[CH2:3][C:4]1[N:8]=[CH:7][NH:6][CH:5]=1)[C:65]1[CH:70]=[CH:69][CH:68]=[CH:67][CH:66]=1 |f:2.3|. Procedure: Cbz-His(Trt)-NMe-Tyr(OBn)-NH—CH2—CH2-OBn (from Step 3, 0.5 g, 0.55 mmol) was treated with 50 mL of 50% TFA in methylene chloride. The solution was stirred at room temperature for 2 hours. The solvent was reduced in volume and diethyl ether/hexane (200 mL) was added to the residue. The solution was cooled to −40° C. overnight. The ether/hexane was decanted and the residue dried in vacuo. Purification was carried out by reverse-phase preparative HPLC (C-18) reverse-phase column, 20% to 60% of 0.1%...